This data is from the Open Reaction Database (ORD), a public repository of structured organic reaction records. The task is: describe an organic reaction: reactants, conditions, products, and yield Reactants: Cl.C(CCC)C1NC2(C(N1)=O)CCCC2 (2-butyl-1,3-diazaspiro [4.4]nonan-4-one, hydrochloride), BrCC1=CC=C(C=C1)C=1C(=CC=CC1)C#N (4'-(bromomethyl)[1,1'-biphenyl]-2-carbonitrile), aqueous solution, C1(=CC=CC=C1)C (toluene), aqueous solution, [OH-].[Na+] (sodium hydroxide). Reagents/catalysts: [Cl-].C[N+](CCCC)(CCCC)CCCC (methyl-tributylammonium chloride). Solvent: O (water). Conditions: time 2.2 hour. Yields the product C(CCC)C1=NC2(C(N1CC1=CC=C(C=C1)C=1C(=CC=CC1)C#N)=O)CCCC2 (4'-[[2-butyl-4-oxo-1,3-diazaspiro[4.4]non-1-en-3-yl]methy][1,1'-biphenyl]-2-carbonitrile). Isolated yield 85.6%. As a reaction SMILES: Cl.[CH2:2]([CH:6]1[NH:10][C:9](=[O:11])[C:8]2([CH2:15][CH2:14][CH2:13][CH2:12]2)[NH:7]1)[CH2:3][CH2:4][CH3:5].Br[CH2:17][C:18]1[CH:23]=[CH:22][C:21]([C:24]2[C:25]([C:30]#[N:31])=[CH:26][CH:27]=[CH:28][CH:29]=2)=[CH:20][CH:19]=1.C1(C)C=CC=CC=1.[OH-].[Na+]>[Cl-].C[N+](CCCC)(CCCC)CCCC.O>[CH2:2]([C:6]1[N:10]([CH2:17][C:18]2[CH:19]=[CH:20][C:21]([C:24]3[C:25]([C:30]#[N:31])=[CH:26][CH:27]=[CH:28][CH:29]=3)=[CH:22][CH:23]=2)[C:9](=[O:11])[C:8]2([CH2:15][CH2:14][CH2:13][CH2:12]2)[N:7]=1)[CH2:3][CH2:4][CH3:5] |f:0.1,4.5,6.7|. Reported procedure: A mixture of 0.231 g (1.0 mmol) of 2-butyl-1,3-diazaspiro [4.4]nonan-4-one, hydrochloride, 0.272 g (1.0 mmol) of 4'-(bromomethyl)[1,1'-biphenyl]-2-carbonitrile, 24.4 μL (0.075 mmol) of 75% aqueous solution of methyl-tributylammonium chloride, 2.0 mL of toluene and 2.0 mL of 50% aqueous solution of sodium hydroxide was vigorously stirred at room temperature for 2.2 hours. Then the reaction mixture was diluted with 2 mL of water and the two phases separated. The organic phase was extracted twice w... Reactants: FC(S(=O)(=O)OS(=O)(=O)C(F)(F)F)(F)F (Trifluoromethanesulfonic anhydride), O=C1C(CN(CC1)C(=O)OC(C)(C)C)C(=O)OCC (1-tert-butyl 3-ethyl 4-oxopiperidine-1,3-dicarboxylate), C(C)(C)N(C(C)C)CC (N,N-diisopropylethylamine). Solvent: C(Cl)Cl (methylene chloride). The product is FC(S(=O)(=O)OC1=C(CN(CC1)C(=O)OC(C)(C)C)C(=O)OCC)(F)F (1-tert-butyl 3-ethyl 4-{[(trifluoromethyl)-sulfonyl]oxy}-5,6-dihydropyridine-1,3(2H)-dicarboxylate). Isolated yield 67.9%. RXN SMILES: [F:1][C:2]([F:15])([F:14])[S:3]([O:6]S(C(F)(F)F)(=O)=O)(=[O:5])=[O:4].O=[C:17]1[CH2:22][CH2:21][N:20]([C:23]([O:25][C:26]([CH3:29])([CH3:28])[CH3:27])=[O:24])[CH2:19][CH:18]1[C:30]([O:32][CH2:33][CH3:34])=[O:31].C(N(CC)C(C)C)(C)C>C(Cl)Cl>[F:1][C:2]([F:15])([F:14])[S:3]([O:6][C:17]1[CH2:22][CH2:21][N:20]([C:23]([O:25][C:26]([CH3:27])([CH3:28])[CH3:29])=[O:24])[CH2:19][C:18]=1[C:30]([O:32][CH2:33][CH3:34])=[O:31])(=[O:5])=[O:4]. Reported procedure: Trifluoromethanesulfonic anhydride (15.5 mL, 92.0 mmol) was added over approximately 0.1 h, via syringe, to a stirred solution of the product of step B (33.8 g, 84.0 mmol) and N,N-diisopropylethylamine (17.6 mL, 101.0 mmol) in methylene chloride (300 mL) at −78° C. After allowing to warm to ambient temperature overnight, the reaction mixture was quenched with saturated aqueous sodium bicarbonate, poured into water and extracted three times with methylene chloride. The combined organic extracts w... The reactants are O=C([O-])O, CN(C)C=O, ClCc1ccc(Cl)nc1, [H-], [Na+], [Na+], CCOC(=O)c1n[nH]c2ncccc2c1=O. The product is CCOC(=O)c1nn(Cc2ccc(Cl)nc2)c2ncccc2c1=O. As a reaction SMILES: [C:28](=[O:29])([OH:30])[O-:31].[CH3:33][N:34]([CH3:35])[CH:36]=[O:37].[Cl:17][c:18]1[n:19][cH:20][c:21]([CH2:24][Cl:25])[cH:22][cH:23]1.[H-:26].[Na+:27].[Na+:32].[O:1]=[c:2]1[c:3]2[c:4]([nH:5][n:6][c:7]1[C:8](=[O:9])[O:10][CH2:11][CH3:12])[n:13][cH:14][cH:15][cH:16]2>>[O:1]=[c:2]1[c:3]2[c:4]([n:5]([CH2:24][c:21]3[cH:20][n:19][c:18]([Cl:17])[cH:23][cH:22]3)[n:6][c:7]1[C:8](=[O:9])[O:10][CH2:11][CH3:12])[n:13][cH:14][cH:15][cH:16]2. Starting materials: O1[C@H](COC2=C1C=CC=C2)C(=O)N2C[C@@H](CCC2)C2=CC=C(C=C2)C(F)(F)F ((R)-2,3-Dihydrobenzo[1,4]dioxin-2-yl-[(S*)-3-(4-trifluoromethylphenyl)piperidin-1-yl]methanone), B.C1CCOC1 (BH3THF). Product: O1[C@H](COC2=C1C=CC=C2)CN2C[C@@H](CCC2)C2=CC=C(C=C2)C(F)(F)F ((S*)-1-[(S)-1-(2,3-Dihydrobenzo[1,4]dioxin-2-yl)methyl]-3-(4-trifluoromethylphenyl)piperidine). Yield: 48.2%. Reaction SMILES: [O:1]1[C:6]2[CH:7]=[CH:8][CH:9]=[CH:10][C:5]=2[O:4][CH2:3][C@@H:2]1[C:11]([N:13]1[CH2:18][CH2:17][CH2:16][C@@H:15]([C:19]2[CH:24]=[CH:23][C:22]([C:25]([F:28])([F:27])[F:26])=[CH:21][CH:20]=2)[CH2:14]1)=O.B.C1COCC1>>[O:1]1[C:6]2[CH:7]=[CH:8][CH:9]=[CH:10][C:5]=2[O:4][CH2:3][C@@H:2]1[CH2:11][N:13]1[CH2:18][CH2:17][CH2:16][C@@H:15]([C:19]2[CH:20]=[CH:21][C:22]([C:25]([F:27])([F:26])[F:28])=[CH:23][CH:24]=2)[CH2:14]1 |f:1.2|. Procedure details: (R)-2,3-Dihydrobenzo[1,4]dioxin-2-yl-[(S*)-3-(4-trifluoromethylphenyl)piperidin-1-yl]methanone (13 mg, 0.033 mmol) was treated with BH3THF according to the above general procedure. Flash chromatography gave 6 mg of the title compound. The reactants are C(C)(C)(C)OC(NC1=C(C=C(C(=C1)OCC)C(F)(F)F)N)=O ((2-amino-5-ethoxy-4-trifluoromethyl-phenyl)-carbamic acid tert-butyl ester), C(C)(C)(C)OC(CC(=O)C1=CC(=CC=C1)C=1C=NC=CC1C)=O (3-[3-(4-methyl-pyridin-3-yl)-phenyl]-3-oxo-propionic acid tert-butyl ester). The product is C(C)(C)(C)OC(NC1=C(C=C(C(=C1)OCC)C(F)(F)F)NC(CC(=O)C1=CC(=CC=C1)C=1C=NC=CC1C)=O)=O ((5-Ethoxy-2-{3-[3-(4-methyl-pyridin-3-yl)-phenyl]-3-oxo-propionylamino}-4-trifluoromethyl-phenyl)-carbamic acid tert-butyl ester), foam. The yield is 75.0%. RXN SMILES: [C:1]([O:5][C:6](=[O:22])[NH:7][C:8]1[CH:13]=[C:12]([O:14][CH2:15][CH3:16])[C:11]([C:17]([F:20])([F:19])[F:18])=[CH:10][C:9]=1[NH2:21])([CH3:4])([CH3:3])[CH3:2].C([O:27][C:28](=O)[CH2:29][C:30]([C:32]1[CH:37]=[CH:36][CH:35]=[C:34]([C:38]2[CH:39]=[N:40][CH:41]=[CH:42][C:43]=2[CH3:44])[CH:33]=1)=[O:31])(C)(C)C>>[C:1]([O:5][C:6](=[O:22])[NH:7][C:8]1[CH:13]=[C:12]([O:14][CH2:15][CH3:16])[C:11]([C:17]([F:20])([F:19])[F:18])=[CH:10][C:9]=1[NH:21][C:28](=[O:27])[CH2:29][C:30]([C:32]1[CH:37]=[CH:36][CH:35]=[C:34]([C:38]2[CH:39]=[N:40][CH:41]=[CH:42][C:43]=2[CH3:44])[CH:33]=1)=[O:31])([CH3:2])([CH3:3])[CH3:4]. Reported procedure: The title compound was prepared from (2-amino-5-ethoxy-4-trifluoromethyl-phenyl)-carbamic acid tert-butyl ester (Example J8) (240 mg, 0.75 mmol) and 3-[3-(4-methyl-pyridin-3-yl)-phenyl]-3-oxo-propionic acid tert-butyl ester (Example K30) (234 mg, 0.75 mmol) according to the general procedure M. Obtained as a yellow foam (314 mg, 75%). Reactants: CC(C)(C)OC(=O)C(C)(C)Cc1ccc(CN(CC(=O)O)Cc2ccco2)cc1, CN1CCOCC1, Cc1ccc(N)c(C)c1, CN(C)c1ccncc1, CN(C)C=O, O, On1nnc2ccccc21. Product: Cc1ccc(NC(=O)CN(Cc2ccc(CC(C)(C)C(=O)OC(C)(C)C)cc2)Cc2ccco2)c(C)c1. RXN SMILES: [C:18]([CH3:19])([CH3:20])([CH3:21])[O:22][C:23]([C:24]([CH2:25][c:26]1[cH:27][cH:28][c:29]([CH2:30][N:31]([CH2:32][C:33](=[O:34])[OH:35])[CH2:36][c:37]2[o:38][cH:39][cH:40][cH:41]2)[cH:42][cH:43]1)([CH3:44])[CH3:45])=[O:46].[CH3:11][N:12]1[CH2:13][CH2:14][O:15][CH2:16][CH2:17]1.[CH3:47][c:48]1[cH:49][cH:50][c:51]([NH2:52])[c:53]([CH3:54])[cH:55]1.[CH3:56][N:57]([CH3:58])[c:59]1[cH:60][cH:61][n:62][cH:63][cH:64]1.[CH3:65][N:66]([CH3:67])[CH:68]=[O:69].[OH2:70].[OH:1][n:2]1[c:3]2[cH:4][cH:5][cH:6][cH:7][c:8]2[n:9][n:10]1>>[C:18]([CH3:19])([CH3:20])([CH3:21])[O:22][C:23]([C:24]([CH2:25][c:26]1[cH:27][cH:28][c:29]([CH2:30][N:31]([CH2:32][C:33](=[O:34])[NH:52][c:51]2[cH:50][cH:49][c:48]([CH3:47])[cH:55][c:53]2[CH3:54])[CH2:36][c:37]2[o:38][cH:39][cH:40][cH:41]2)[cH:42][cH:43]1)([CH3:44])[CH3:45])=[O:46]. Starting materials: ClC1=C(C=CC=C1)NC1=C(C=NC2=CC=C(C=C12)C)N (N4-(2-chloro-phenyl)-6-methyl-quinoline-3,4-diamine), NC1=C(C(=O)O)C=C(C=C1)C (2-amino-5-methyl-benzoic acid). Yields the product ClC1=C(C=CC=C1)N1C(NC=2C=NC=3C=CC(=CC3C21)C)=O (1-(2-Chloro-phenyl)-8-methyl-1,3-dihydro-imidazo[4,5-c]quinolin-2-one). As a reaction SMILES: [Cl:1][C:2]1[CH:7]=[CH:6][CH:5]=[CH:4][C:3]=1[NH:8][C:9]1[C:18]2[C:13](=[CH:14][CH:15]=[C:16]([CH3:19])[CH:17]=2)[N:12]=[CH:11][C:10]=1[NH2:20].NC1C=CC(C)=CC=1[C:24](O)=[O:25]>>[Cl:1][C:2]1[CH:7]=[CH:6][CH:5]=[CH:4][C:3]=1[N:8]1[C:9]2[C:18]3[CH:17]=[C:16]([CH3:19])[CH:15]=[CH:14][C:13]=3[N:12]=[CH:11][C:10]=2[NH:20][C:24]1=[O:25]. Procedure details: The title compound os obtained as described for Example 92 using N4-(2-chloro-phenyl)-6-methyl-quinoline-3,4-diamine, which is obtained as described for Example 92, steps a=to e) using 2-amino-5-methyl-benzoic acid (Fluka, Buchs, Switzerland) as starting material. Title compound: Analytical HPLC: tret=5.80 min (Grad. 2); ES-MS: m/e0=310.1, 312.1.